This data is from the Open Reaction Database (ORD), a public repository of structured organic reaction records. The task is: describe an organic reaction: reactants, conditions, products, and yield The reactants are Br, C1COCCO1, O=C1CNC(=O)N1, Oc1ccccc1. Product: O=C1NC(=O)C(c2ccc(O)cc2)N1. Reaction SMILES: [Br:8].[O:16]1[CH2:17][CH2:18][O:19][CH2:20][CH2:21]1.[O:1]=[C:2]1[CH2:3][NH:4][C:5](=[O:6])[NH:7]1.[OH:9][c:10]1[cH:11][cH:12][cH:13][cH:14][cH:15]1>>[O:1]=[C:2]1[CH:3]([c:13]2[cH:12][cH:11][c:10]([OH:9])[cH:15][cH:14]2)[NH:4][C:5](=[O:6])[NH:7]1. The reactants are COC(CN(CC(=O)OC)C1=CC(=CC=C1)O)=O (3-hydroxyphenyl-N-(2-methoxy-2-oxoethyl)glycine methyl ester), C(CCCCCCC\C=C/C\C=C/CCCCC)Br (linoleyl bromide). Product: COC(CN(C1=CC(=CC=C1)OCCCCCCCC\C=C/C\C=C/CCCCC)CC(=O)OC)=O (N-(2-methoxy-2-oxoethyl)-N-[3-[(9Z,12Z)-(9,12-octadecadienyl]oxy]phenyl]glycine methyl ester). As a reaction SMILES: [CH3:1][O:2][C:3](=[O:18])[CH2:4][N:5]([C:11]1[CH:16]=[CH:15][CH:14]=[C:13]([OH:17])[CH:12]=1)[CH2:6][C:7]([O:9][CH3:10])=[O:8].[CH2:19](Br)[CH2:20][CH2:21][CH2:22][CH2:23][CH2:24][CH2:25][CH2:26]/[CH:27]=[CH:28]\[CH2:29]/[CH:30]=[CH:31]\[CH2:32][CH2:33][CH2:34][CH2:35][CH3:36]>>[CH3:10][O:9][C:7](=[O:8])[CH2:6][N:5]([CH2:4][C:3]([O:2][CH3:1])=[O:18])[C:11]1[CH:16]=[CH:15][CH:14]=[C:13]([O:17][CH2:19][CH2:20][CH2:21][CH2:22][CH2:23][CH2:24][CH2:25][CH2:26]/[CH:27]=[CH:28]\[CH2:29]/[CH:30]=[CH:31]\[CH2:32][CH2:33][CH2:34][CH2:35][CH3:36])[CH:12]=1. Procedure: Using this procedure, the reaction of N-(3-hydroxyphenyl-N-(2-methoxy-2-oxoethyl)glycine methyl ester with linoleyl bromide gave N-(2-methoxy-2-oxoethyl)-N-[3-[(9Z,12Z)-(9,12-octadecadienyl]oxy]phenyl]glycine methyl ester as an oil. The structure was confirmed by nmr and mass spectra.